From a dataset of the Open Reaction Database (ORD), a public repository of structured organic reaction records. describe an organic reaction: reactants, conditions, products, and yield The reactants are C1CCOC1, C[Si](C)(C)[N-][Si](C)(C)C, Cl, O=C1Cc2cc(F)ccc2N1, [Li+], O=C1OCc2ncccc21. The product is O=C1Nc2ccc(F)cc2C1=C1OCc2ncccc21. Reaction SMILES: [CH2:33]1[O:34][CH2:35][CH2:36][CH2:37]1.[CH3:12][Si:13]([N-:14][Si:15]([CH3:16])([CH3:17])[CH3:18])([CH3:19])[CH3:20].[ClH:32].[F:1][c:2]1[cH:3][c:4]2[c:8]([cH:9][cH:10]1)[NH:7][C:6](=[O:11])[CH2:5]2.[Li+:21].[n:22]1[c:23]2[c:24]([cH:25][cH:26][cH:27]1)[C:28](=[O:31])[O:29][CH2:30]2>>[F:1][c:2]1[cH:3][c:4]2[c:8]([cH:9][cH:10]1)[NH:7][C:6](=[O:11])[C:5]2=[C:28]1[c:24]2[c:23]([n:22][cH:27][cH:26][cH:25]2)[CH2:30][O:29]1.